This data is from the Open Reaction Database (ORD), a public repository of structured organic reaction records. The task is: describe an organic reaction: reactants, conditions, products, and yield The reactants are Br[C@H]1CC[C@H]2C(O[C@@H]1C2)=O ((1R,4S,5R)-4-bromo-6-oxabicyclo[3.2.1]octan-7-one), N (ammonia), CO (MeOH). Solvent: C1CCOC1 (THF). Yields the product Br[C@@H]1[C@@H](C[C@@H](CC1)C(=O)N)O ((1R,3R,4S)-4-bromo-3-hydroxycyclohexanecarboxylic amide). RXN SMILES: [Br:1][C@@H:2]1[C@H:8]2[CH2:9][C@H:5]([C:6](=[O:10])[O:7]2)[CH2:4][CH2:3]1.[NH3:11].CO>C1COCC1>[Br:1][C@H:2]1[CH2:3][CH2:4][C@@H:5]([C:6]([NH2:11])=[O:10])[CH2:9][C@H:8]1[OH:7]. Procedure: (1R,4S,5R)-4-bromo-6-oxabicyclo[3.2.1]octan-7-one (351a) (2.13 g, 10.4 mmol) was taken up in THF (20 mL) and treated with 0.880 ammonia (5.3 mL) at 20° C. for 24 h with stirring. The solvent was then removed in vacuo to give a white solid in quantitative yield; [α]D=+40.6° (c=1, MeOH).